From a dataset of the Open Reaction Database (ORD), a public repository of structured organic reaction records. describe an organic reaction: reactants, conditions, products, and yield The reactants are O=C1N(CCC(C1)=O)C(=O)OC(C)(C)C (tert-butyl 2,4-dioxopiperidine-1-carboxylate), [Li+].C[Si](C)(C)[N-][Si](C)(C)C (LHMDS), OS(=O)(=O)[O-].[K+] (KHSO4), C(C(C)C)I (Isobutyl iodide). Solvent: C1CCOC1 (THF). Run at temperature 20 celsius, time 30 minute. Product: C(C(C)C)C1C(CC(N(C1)C(=O)OC(C)(C)C)=O)=O (rac-tert-butyl 5-isobutyl-2,4-dioxopiperidine-1-carboxylate). Yield: 29.7%. As a reaction SMILES: [O:1]=[C:2]1[CH2:7][C:6](=[O:8])[CH2:5][CH2:4][N:3]1[C:9]([O:11][C:12]([CH3:15])([CH3:14])[CH3:13])=[O:10].[Li+].C[Si]([N-][Si](C)(C)C)(C)C.[CH2:26](I)[CH:27]([CH3:29])[CH3:28].OS([O-])(=O)=O.[K+]>C1COCC1>[CH2:26]([CH:5]1[CH2:4][N:3]([C:9]([O:11][C:12]([CH3:15])([CH3:14])[CH3:13])=[O:10])[C:2](=[O:1])[CH2:7][C:6]1=[O:8])[CH:27]([CH3:29])[CH3:28] |f:1.2,4.5|. Procedure details: To a solution of tert-butyl 2,4-dioxopiperidine-1-carboxylate (Ark Pharm, Inc., Libertyville, Ill.; 2.0 g, 9.389 mmol) in THF (1 L) at 20° C. was added LHMDS (1.0M in THF; 23.47 mL, 23.47 mmol) (dropwise), and the resulting mixture was stirred at 20° C. for 30 min. Isobutyl iodide (6.9 g, 37.55 mmol) was added, and the resulting mixture was stirred at 20° C. for 1 h. The mixture was neutralized with 10M aq. KHSO4 solution and extracted with EtOAc. The organic extract was dried over Na2SO4, filte... The reactants are CC(=O)C1=CC(=C(C=C1)OC)OC (3,4-dimethoxyacetophenone), C1=CC2=C(C=C1C=O)OCO2 (piperonal), [OH-].[Na+] (sodium hydroxide). Run in C(C)O (ethanol). Reaction conditions: time 2 hour. Product: COC=1C=C(C(C=CC2=CC3=C(C=C2)OCO3)=O)C=CC1OC (3',4'-Dimethoxy-3,4-methylenedioxychalcone). The yield is 100.2%. Reaction SMILES: [CH3:1][C:2]([C:4]1[CH:9]=[CH:8][C:7]([O:10][CH3:11])=[C:6]([O:12][CH3:13])[CH:5]=1)=[O:3].[CH:14]1[C:19]([CH:20]=O)=[CH:18][C:17]2[O:22][CH2:23][O:24][C:16]=2[CH:15]=1.[OH-].[Na+]>C(O)C>[CH3:13][O:12][C:6]1[CH:5]=[C:4]([CH:9]=[CH:8][C:7]=1[O:10][CH3:11])[C:2](=[O:3])[CH:1]=[CH:20][C:19]1[CH:14]=[CH:15][C:16]2[O:24][CH2:23][O:22][C:17]=2[CH:18]=1 |f:2.3|. Reported procedure: To a warm (40° C.) solution of 41.5 grams (0.23 mole) of 3,4-dimethoxyacetophenone and 40.5 grams (0.27 mole) of piperonal in 220 milliliters of ethanol was added 60 milliliters of 10 % aqueous sodium hydroxide. The mixture was warmed for 10 minutes at 40°-50° C; then stirred at room temperature for 2 hours. After standing overnight, the yellow crystalline produce was collected by filtration, washed with water (3 × 40 milliliters), and dried to give 72 grams (quantitative yield) of V, melting po... The reactants are C(C)OC(C(CC1=CC=C(C=C1)O)(C)OC1=CC(=C(C=C1)C)C)=O (2-(3,4-dimethylphenoxy)-3-(4-hydroxyphenyl)-2-methylpropionic acid ethyl ester), CC1=C(N=C(O1)C1(CCCCC1)C)CCOS(=O)(=O)C1=CC=C(C=C1)C (toluene-4-sulfonic acid 2-(5-methyl-2-(1-methylcyclohexyl)-oxazol-4-yl)-ethyl ester). The product is CC=1C=C(OC(C(=O)O)(CC2=CC=C(C=C2)OCCC=2N=C(OC2C)C2(CCCCC2)C)C)C=CC1C (2-(3,4-Dimethyl-phenoxy)-2-methyl-3-(4-{2-[5-methyl-2-(1-methyl-cyclohexyl)-oxazol-4-yl]-ethoxy}-phenyl)-propionic acid). RXN SMILES: C([O:3][C:4](=[O:24])[C:5]([O:15][C:16]1[CH:21]=[CH:20][C:19]([CH3:22])=[C:18]([CH3:23])[CH:17]=1)([CH3:14])[CH2:6][C:7]1[CH:12]=[CH:11][C:10]([OH:13])=[CH:9][CH:8]=1)C.[CH3:25][C:26]1[O:30][C:29]([C:31]2([CH3:37])[CH2:36][CH2:35][CH2:34][CH2:33][CH2:32]2)=[N:28][C:27]=1[CH2:38][CH2:39]OS(C1C=CC(C)=CC=1)(=O)=O>>[CH3:23][C:18]1[CH:17]=[C:16]([CH:21]=[CH:20][C:19]=1[CH3:22])[O:15][C:5]([CH3:14])([CH2:6][C:7]1[CH:8]=[CH:9][C:10]([O:13][CH2:39][CH2:38][C:27]2[N:28]=[C:29]([C:31]3([CH3:37])[CH2:36][CH2:35][CH2:34][CH2:33][CH2:32]3)[O:30][C:26]=2[CH3:25])=[CH:11][CH:12]=1)[C:4]([OH:3])=[O:24]. Procedure details: The representative parallel synthesis procedure (B) was used to prepare the title compound from 2-(3,4-dimethylphenoxy)-3-(4-hydroxyphenyl)-2-methylpropionic acid ethyl ester and toluene-4-sulfonic acid 2-(5-methyl-2-(1-methylcyclohexyl)-oxazol-4-yl)-ethyl ester. 1H NMR (400 MHz, CDCl3) δ 7.10 (d, 2H, J=8.60 Hz), 6.92 (d, 1H, J=8.60 Hz), 6.73 (d, 2H, J=8.99 Hz), 6.64 (d, 1H, J=2.35 Hz), 6.57 (dd, 1H, J=8.21 Hz, J=3.13 Hz), 4.06 (t, 2H, J=6.25 Hz), 3.14 (d, 1H, J=14.08 Hz), 3.04 (d, 1H, J=14.08 H... The reactants are O=C(Cl)Oc1ccc([N+](=O)[O-])cc1, ClCCl, CC(c1ccc(-c2ccc(F)cc2F)cc1)N1CCC(CCO)(c2ccc(F)cc2)OC1=O, c1ccncc1. Product: CC(c1ccc(-c2ccc(F)cc2F)cc1)N1CCC(CCOC(=O)Oc2ccc([N+](=O)[O-])cc2)(c2ccc(F)cc2)OC1=O. Reaction SMILES: [Cl:1][C:2](=[O:3])[O:4][c:5]1[cH:6][cH:7][c:8]([N+:11](=[O:12])[O-:13])[cH:9][cH:10]1.[Cl:53][CH2:54][Cl:55].[F:14][c:15]1[c:16](-[c:22]2[cH:23][cH:24][c:25]([CH:28]([CH3:29])[N:30]3[C:31](=[O:46])[O:32][C:33]([CH2:36][CH2:37][OH:38])([c:39]4[cH:40][cH:41][c:42]([F:45])[cH:43][cH:44]4)[CH2:34][CH2:35]3)[cH:26][cH:27]2)[cH:17][cH:18][c:19]([F:21])[cH:20]1.[cH:47]1[cH:48][cH:49][n:50][cH:51][cH:52]1>>[C:2](=[O:3])([O:4][c:5]1[cH:6][cH:7][c:8]([N+:11](=[O:12])[O-:13])[cH:9][cH:10]1)[O:38][CH2:37][CH2:36][C:33]1([c:39]2[cH:40][cH:41][c:42]([F:45])[cH:43][cH:44]2)[O:32][C:31](=[O:46])[N:30]([CH:28]([c:25]2[cH:24][cH:23][c:22](-[c:16]3[c:15]([F:14])[cH:20][c:19]([F:21])[cH:18][cH:17]3)[cH:27][cH:26]2)[CH3:29])[CH2:35][CH2:34]1. Reactants: ClC1=NC2=CC(=C(C=C2C(=N1)Cl)OC)OC (2,4-dichloro-6,7-dimethoxyquinazoline), CC1(OB(OC1(C)C)C=1C=C(C=CC1)NC=O)C (N-[3-(4,4,5,5-tetramethyl-1,3,2-dioxaborolan-2-yl)phenyl]formamide), C([O-])([O-])=O.[Na+].[Na+] (sodium carbonate), [Cl-].[Na+] (sodium chloride). The reagents and catalysts are C(C)(=O)[O-].[Pd+2].C(C)(=O)[O-] (palladium acetate), C1(=CC=CC=C1)P([C-]1C=CC=C1)C1=CC=CC=C1.[C-]1(C=CC=C1)P(C1=CC=CC=C1)C1=CC=CC=C1.[Fe+2] (1,1′-bis(diphenylphosphino)ferrocene). Run in O1CCCC1 (tetrahydrofuran), C(C)(=O)OCC (ethyl acetate). Reaction conditions: temperature 60 celsius, time 6 hour. The product is ClC1=NC2=CC(=C(C=C2C(=N1)C=1C=C(C=CC1)NC=O)OC)OC (N-[3-(2-chloro-6,7-dimethoxyquinazolin-4-yl)phenyl]formamide). Isolated yield 25.1%. RXN SMILES: [Cl:1][C:2]1[N:11]=[C:10](Cl)[C:9]2[C:4](=[CH:5][C:6]([O:15][CH3:16])=[C:7]([O:13][CH3:14])[CH:8]=2)[N:3]=1.CC1(C)C(C)(C)OB([C:25]2[CH:26]=[C:27]([NH:31][CH:32]=[O:33])[CH:28]=[CH:29][CH:30]=2)O1.C(=O)([O-])[O-].[Na+].[Na+].[Cl-].[Na+]>C([O-])(=O)C.[Pd+2].C([O-])(=O)C.C1(P(C2C=CC=CC=2)[C-]2C=CC=C2)C=CC=CC=1.[C-]1(P(C2C=CC=CC=2)C2C=CC=CC=2)C=CC=C1.[Fe+2].C(OCC)(=O)C.O1CCCC1>[Cl:1][C:2]1[N:11]=[C:10]([C:25]2[CH:26]=[C:27]([NH:31][CH:32]=[O:33])[CH:28]=[CH:29][CH:30]=2)[C:9]2[C:4](=[CH:5][C:6]([O:15][CH3:16])=[C:7]([O:13][CH3:14])[CH:8]=2)[N:3]=1 |f:2.3.4,5.6,7.8.9,10.11.12|. Reported procedure: To a mixture of 2.00 g (7.72 mmol) of 2,4-dichloro-6,7-dimethoxyquinazoline, 2.38 g (9.26 mmol) of N-[3-(4,4,5,5-tetramethyl-1,3,2-dioxaborolan-2-yl)phenyl]formamide, tetrahydrofuran (50 mL), and 2 M aqueous sodium carbonate solution (10 mL) were added palladium acetate (17.7 mg) and 1,1′-bis(diphenylphosphino)ferrocene (42.8 mg) in this order, and the mixture was stirred at 60° C. for 6 hours. The mixture was allowed to cool, then 5% w/w sodium chloride solution (50 mL) and ethyl acetate (50 mL... Starting materials: BrC1=C(C(=CC=C1)C)C (3-Bromo-o-xylene), C(CCC)N(CCCC)CCCC (tributylamine), F[B-](F)(F)F.C(C)(C)(C)P(C(C)(C)C)C(C)(C)C (tri-tert-butylphosphine tetrafluoroborate), FC1=CC=C(NC2=C(C(=O)OC(C)(C)C)C=CC(=C2)C=C)C=C1 (tert-butyl 2-(4-fluoroanilino)-4-vinylbenzoate), BrC1=C(C(=CC=C1)C)C (3-bromo-o-xylene), C(CCC)N(CCCC)CCCC (tributylamine), F[B-](F)(F)F.C(C)(C)(C)P(C(C)(C)C)C(C)(C)C (tri-tert-butylphosphine tetrafluoroborate), F[B-](F)(F)F.C(C)(C)(C)P(C(C)(C)C)C(C)(C)C (tri-tert-butylphosphine tetrafluoroborate), C(CC(O)(C(=O)O)CC(=O)O)(=O)O (citric acid). The reagents and catalysts are C(C)(=O)[O-].[Pd+2].C(C)(=O)[O-] (palladium acetate), C(C)(=O)[O-].[Pd+2].C(C)(=O)[O-] (palladium acetate), C(C)(=O)[O-].[Pd+2].C(C)(=O)[O-] (Palladium acetate). Run in CN(C(C)=O)C (N,N-dimethylacetamide), C(C)(=O)OCC (ethyl acetate). Run at temperature 120 celsius, time 2 hour. The product is CC1=C(C=CC=C1C)/C=C/C1=CC(=C(C(=O)OC(C)(C)C)C=C1)NC1=CC=C(C=C1)F (tert-butyl 4-((E)-2-(2,3-dimethylphenyl)vinyl)-2-(4-fluoroanilino)benzoate). Reaction SMILES: [F:1][C:2]1[CH:23]=[CH:22][C:5]([NH:6][C:7]2[CH:19]=[C:18]([CH:20]=[CH2:21])[CH:17]=[CH:16][C:8]=2[C:9]([O:11][C:12]([CH3:15])([CH3:14])[CH3:13])=[O:10])=[CH:4][CH:3]=1.Br[C:25]1[CH:30]=[CH:29][CH:28]=[C:27]([CH3:31])[C:26]=1[CH3:32].C(N(CCCC)CCCC)CCC.F[B-](F)(F)F.C(P(C(C)(C)C)C(C)(C)C)(C)(C)C.C(O)(=O)CC(CC(O)=O)(C(O)=O)O>C([O-])(=O)C.[Pd+2].C([O-])(=O)C.C(OCC)(=O)C.CN(C)C(=O)C>[CH3:32][C:26]1[C:27]([CH3:31])=[CH:28][CH:29]=[CH:30][C:25]=1/[CH:21]=[CH:20]/[C:18]1[CH:17]=[CH:16][C:8]([C:9]([O:11][C:12]([CH3:15])([CH3:13])[CH3:14])=[O:10])=[C:7]([NH:6][C:5]2[CH:22]=[CH:23][C:2]([F:1])=[CH:3][CH:4]=2)[CH:19]=1 |f:3.4,6.7.8|. Reported procedure: To N,N-dimethylacetamide 2.0 mL solution of tert-butyl 2-(4-fluoroanilino)-4-vinylbenzoate 0.10 g were added 3-bromo-o-xylene 0.064 mL, tributylamine 0.15 mL, palladium acetate 4.0 mg and tri-tert-butylphosphine tetrafluoroborate 3.0 mg at room temperature, and it was stirred under nitrogen atmosphere at 120° C. for 2 hours. Palladium acetate 4.0 mg and tri-tert-butylphosphine tetrafluoroborate 3.0 mg were added to it, and it was stirred under nitrogen atmosphere at 120° C. for 2 hours. 3-Bromo-... Reaction conditions: time 20 hour. RXN SMILES: [CH3:1][NH:2][C:3]1[N:8]=[C:7]([C:9]2[CH:14]=[CH:13][CH:12]=[CH:11][CH:10]=2)[N:6]=[C:5]([NH:15][C@H:16]2[CH2:21][CH2:20][C@H:19]([C:22]([OH:24])=O)[CH2:18][CH2:17]2)[N:4]=1.[F:25][C:26]([F:36])([F:35])[C:27]1[CH:32]=[CH:31][CH:30]=[CH:29][C:28]=1[CH2:33][NH2:34].CCN=C=NCCCN(C)C.C1C=CC2N(O)N=NC=2C=1.CN1CCOCC1>>[CH3:1][NH:2][C:3]1[N:8]=[C:7]([C:9]2[CH:10]=[CH:11][CH:12]=[CH:13][CH:14]=2)[N:6]=[C:5]([NH:15][C@H:16]2[CH2:17][CH2:18][C@H:19]([C:22]([NH:34][CH2:33][C:28]3[CH:29]=[CH:30][CH:31]=[CH:32][C:27]=3[C:26]([F:25])([F:35])[F:36])=[O:24])[CH2:20][CH2:21]2)[N:4]=1. Isolated yield 34.4%. Reported procedure: To a solution of trans-4-{[4-(methylamino)-6-phenyl-1,3,5-triazin-2-yl]amino}cyclohexanecarboxylic acid (40 mg, 0.12 mmol) was added 1-[2-(trifluoromethyl)phenyl]methanamine (22 mg, 0.12 mmol), EDCI (24 mg, 0.12 mmol), HOBt (17 mgs, 0.12 mmol), and N-methylmorpholine (13 mg, 0.12 mmol). The mixture was stirred at rt for 20 h. The solvent was removed under vacuum, and the resulting residue was purified by HPLC to provide 20 mg (34% yield) of the desired material. MS (ES+): m/e 485.3 [M+H]+. Product: CNC1=NC(=NC(=N1)C1=CC=CC=C1)N[C@@H]1CC[C@H](CC1)C(=O)NCC1=C(C=CC=C1)C(F)(F)F (trans-4-{[4-(methylamino)-6-phenyl-1,3,5-triazin-2-yl]amino}-N-{[2-(trifluoromethyl)phenyl]methyl}cyclohexanecarboxamide). Starting materials: CNC1=NC(=NC(=N1)C1=CC=CC=C1)N[C@@H]1CC[C@H](CC1)C(=O)O (trans-4-{[4-(methylamino)-6-phenyl-1,3,5-triazin-2-yl]amino}cyclohexanecarboxylic acid), FC(C1=C(C=CC=C1)CN)(F)F (1-[2-(trifluoromethyl)phenyl]methanamine), CCN=C=NCCCN(C)C (EDCI), C=1C=CC2=C(C1)N=NN2O (HOBt), CN1CCOCC1 (N-methylmorpholine). Yields the product CC(C)C(=O)Nc1cccc(C2CCN(CCCCC(=NNc3ccccc3)c3ccc([N+](=O)[O-])cc3)CC2)c1. Starting materials: CC(C)C(=O)Nc1cccc(C2CCN(CCCCC(=O)c3ccc([N+](=O)[O-])cc3)CC2)c1, NNc1ccccc1. Reaction SMILES: [CH3:1][CH:2]([C:3](=[O:4])[NH:5][c:6]1[cH:7][c:8]([CH:12]2[CH2:13][CH2:14][N:15]([CH2:18][CH2:19][CH2:20][CH2:21][C:22](=[O:23])[c:24]3[cH:25][cH:26][c:27]([N+:30](=[O:31])[O-:32])[cH:28][cH:29]3)[CH2:16][CH2:17]2)[cH:9][cH:10][cH:11]1)[CH3:33].[NH2:34][NH:35][c:36]1[cH:37][cH:38][cH:39][cH:40][cH:41]1>>[CH3:1][CH:2]([C:3](=[O:4])[NH:5][c:6]1[cH:7][c:8]([CH:12]2[CH2:13][CH2:14][N:15]([CH2:18][CH2:19][CH2:20][CH2:21][C:22]([c:24]3[cH:25][cH:26][c:27]([N+:30](=[O:31])[O-:32])[cH:28][cH:29]3)=[N:34][NH:35][c:36]3[cH:37][cH:38][cH:39][cH:40][cH:41]3)[CH2:16][CH2:17]2)[cH:9][cH:10][cH:11]1)[CH3:33]. Starting materials: IC1=NC(=CC=C1OC)C=O (2-iodo-3-methoxypyridine-6-aldehyde), COC(C=C)=O (acrylic acid methyl ester), C([O-])([O-])=O.[K+].[K+] (potassium carbonate). Reagents/catalysts: [Br-].C(CCC)[N+](CCCC)(CCCC)CCCC (tetrabutylammonium bromide), C(C)(=O)[O-].[Pd+2].C(C)(=O)[O-] (palladium acetate). Run in CN(C=O)C (dimethylformamide). Yields the product COC(\C=C\C1=NC(=CC=C1OC)C=O)=O (3-(6-formyl-3-methoxy-2-pyridyl)-(2E)-2-propenoic acid methyl ester). Reaction SMILES: I[C:2]1[C:7]([O:8][CH3:9])=[CH:6][CH:5]=[C:4]([CH:10]=[O:11])[N:3]=1.[CH3:12][O:13][C:14](=[O:17])[CH:15]=[CH2:16].C(=O)([O-])[O-].[K+].[K+]>CN(C)C=O.[Br-].C([N+](CCCC)(CCCC)CCCC)CCC.C([O-])(=O)C.[Pd+2].C([O-])(=O)C>[CH3:12][O:13][C:14](=[O:17])/[CH:15]=[CH:16]/[C:2]1[C:7]([O:8][CH3:9])=[CH:6][CH:5]=[C:4]([CH:10]=[O:11])[N:3]=1 |f:2.3.4,6.7,8.9.10|. Procedure details: Under the conditions of example 16 H, a solution of 20 g of 2-iodo-3-methoxypyridine-6-aldehyde in 100 ml of dimethylformamide is reacted with 33.5 ml of acrylic acid methyl ester in the presence of 1.73 g of palladium acetate, 26.1 g of potassium carbonate and 23.8 g of tetrabutylammonium bromide, worked up, and the crude product is chromatographed on silica gel with hexane/0-50% ethyl acetate. 11.66 g of 3-(6-formyl-3-methoxy-2-pyridyl)-(2E)-2-propenoic acid methyl ester of melting point 132°-... Starting materials: [Cl-].[Al+3].[Cl-].[Cl-] (aluminium chloride), crude product, COC1=CC=C(C(=O)C2=CC3=CC=C(C=C3C=C2)C(C2=CC=C(C=C2)OC)=O)C=C1 (2,6-bis(4-methoxybenzoyl)naphthalene), O (water). Run in C1(=CC=CC=C1)C (toluene), [OH-].[Na+] (sodium hydroxide). The product is C1=CC=C(C(=C1)C2=CC(=CC=C2)O)O (diphenol). Yield: 92.8%. RXN SMILES: COC1C=CC(C(C2C=C[C:16]3[C:11](=[CH:12][CH:13]=[C:14]([C:19](=O)[C:20]4[CH:25]=[CH:24][C:23]([O:26]C)=[CH:22]C=4)[CH:15]=3)C=2)=O)=CC=1.[Cl-].[Al+3].[Cl-].[Cl-].[OH2:35]>C1(C)C=CC=CC=1.[OH-].[Na+]>[CH:16]1[CH:15]=[C:14]([C:19]2[CH:20]=[CH:25][CH:24]=[C:23]([OH:26])[CH:22]=2)[C:13]([OH:35])=[CH:12][CH:11]=1 |f:1.2.3.4,7.8|. Reported procedure: A 2.5 liter sulfonation flask fitted with thermometer, stirrer, condenser and nitrogen inlet is charged with 153 g (0.39 g mol) of 2,6-bis(4-methoxybenzoyl)naphthalene in 1350 ml of toluene and, with stirring, 282.7 g (2.12 mol) of aluminium chloride are added in portions over 15 minutes at 8° C. The reaction mixture is stirred for 4 hours at 75° C., then cooled to room temperature, and charged into 10 liters of water with vigorous stirring. The resultant suspension is filtered and the residue i...